From a dataset of the Open Reaction Database (ORD), a public repository of structured organic reaction records. describe an organic reaction: reactants, conditions, products, and yield Starting materials: Cc1cc(C)c2oc(Nc3ccc(B4OC(C)(C)C(C)(C)O4)cc3)nc2c1, COCCOC, CN1CC(n2nc(I)c3c(N)ncnc32)C1, [Na+], [Na+], O=C([O-])[O-], O, [Pd], c1ccc(P(c2ccccc2)c2ccccc2)cc1, c1ccc(P(c2ccccc2)c2ccccc2)cc1, c1ccc(P(c2ccccc2)c2ccccc2)cc1, c1ccc(P(c2ccccc2)c2ccccc2)cc1. Yields the product Cc1cc(C)c2oc(Nc3ccc(-c4nn(C5CN(C)C5)c5ncnc(N)c45)cc3)nc2c1. RXN SMILES: [CH3:17][c:18]1[cH:19][c:20]([CH3:43])[c:21]2[c:22]([n:23][c:24]([NH:26][c:27]3[cH:28][cH:29][c:30]([B:33]4[O:34][C:35]([CH3:36])([CH3:37])[C:38]([CH3:39])([CH3:40])[O:41]4)[cH:31][cH:32]3)[o:25]2)[cH:42]1.[CH3:50][O:51][CH2:52][CH2:53][O:54][CH3:55].[I:1][c:2]1[n:3][n:4]([CH:12]2[CH2:13][N:14]([CH3:16])[CH2:15]2)[c:5]2[n:6][cH:7][n:8][c:9]([NH2:11])[c:10]12.[Na+:44].[Na+:45].[O-:46][C:47](=[O:48])[O-:49].[OH2:56].[Pd:57].[c:115]1([P:116]([c:117]2[cH:118][cH:119][cH:120][cH:121][cH:122]2)[c:123]2[cH:124][cH:125][cH:126][cH:127][cH:128]2)[cH:129][cH:130][cH:131][cH:132][cH:133]1.[c:58]1([P:59]([c:60]2[cH:61][cH:62][cH:63][cH:64][cH:65]2)[c:66]2[cH:67][cH:68][cH:69][cH:70][cH:71]2)[cH:72][cH:73][cH:74][cH:75][cH:76]1.[c:77]1([P:78]([c:79]2[cH:80][cH:81][cH:82][cH:83][cH:84]2)[c:85]2[cH:86][cH:87][cH:88][cH:89][cH:90]2)[cH:91][cH:92][cH:93][cH:94][cH:95]1.[c:96]1([P:97]([c:98]2[cH:99][cH:100][cH:101][cH:102][cH:103]2)[c:104]2[cH:105][cH:106][cH:107][cH:108][cH:109]2)[cH:110][cH:111][cH:112][cH:113][cH:114]1>>[c:2]1(-[c:30]2[cH:29][cH:28][c:27]([NH:26][c:24]3[n:23][c:22]4[c:21]([c:20]([CH3:43])[cH:19][c:18]([CH3:17])[cH:42]4)[o:25]3)[cH:32][cH:31]2)[n:3][n:4]([CH:12]2[CH2:13][N:14]([CH3:16])[CH2:15]2)[c:5]2[n:6][cH:7][n:8][c:9]([NH2:11])[c:10]12. The reactants are C(C1=CC=CC=C1)(=O)NC[C@H](C(=O)OC)[C@@H](C)O (methyl (2S, 3R)-2-(N-benzoylamino)methyl-3-hydroxybutanoate), Cl (hydrochloric acid). The product is Cl.NC[C@H](C(=O)O)[C@@H](C)O ((2S, 3R)-2-aminomethyl-3-hydroxybutanoic acid hydrochloride). Isolated yield 93.0%. RXN SMILES: C([NH:9][CH2:10][C@@H:11]([C@H:16]([OH:18])[CH3:17])[C:12]([O:14]C)=[O:13])(=O)C1C=CC=CC=1.[ClH:19]>>[ClH:19].[NH2:9][CH2:10][C@@H:11]([C@H:16]([OH:18])[CH3:17])[C:12]([OH:14])=[O:13] |f:2.3|. Procedure details: To 10.65 g (42.43 mmole) of methyl (2S, 3R)-2-(N-benzoylamino)methyl-3-hydroxybutanoate was added 70 ml of a 10% hydrochloric acid aqueous solution at room temperature to form a solution. The solution was heated at reflux for 4.5 hours and then allowed to cool to room temperature. The precipitated benzoic acid was separated by filtration, and the filtrate was washed twice with 100 ml portions of toluene. The aqueous layer was concentrated under reduced pressure to obtain 6.67 g (yield: 93%) of (... The reactants are O=C1CCC(=O)N1Br, Cc1sccc1C1OCCO1, CC#N. The product is Cc1sc(Br)cc1C1OCCO1. As a reaction SMILES: [Br:12][N:13]1[C:14](=[O:15])[CH2:16][CH2:17][C:18]1=[O:19].[CH3:1][c:2]1[s:3][cH:4][cH:5][c:6]1[CH:7]1[O:8][CH2:9][CH2:10][O:11]1.[CH3:20][C:21]#[N:22]>>[CH3:1][c:2]1[s:3][c:4]([Br:12])[cH:5][c:6]1[CH:7]1[O:8][CH2:9][CH2:10][O:11]1. The reactants are BrC=1C=CC2=C(C=CO2)C1 (5-bromo-benzofuran), C(C)(C)(C)OC(=O)N1C(CCCC1)C(N(C)OC)=O ((RS)-1-(tert-butyloxycarbonyl)-2-(N-methoxy-N-methylcarbamoyl)-piperidine), D1. The product is C(C)(C)(C)OC(=O)N1C(CCCC1)C(=O)C=1OC2=C(C1)C=C(C=C2)Br ((RS)-2-[1-(5-Bromo-benzofuran-2-yl)-methanoyl]-piperidine-1-carboxylic acid tert-butyl ester). As a reaction SMILES: [Br:1][C:2]1[CH:3]=[CH:4][C:5]2[O:9][CH:8]=[CH:7][C:6]=2[CH:10]=1.[C:11]([O:15][C:16]([N:18]1[CH2:23][CH2:22][CH2:21][CH2:20][CH:19]1[C:24](=[O:29])N(OC)C)=[O:17])([CH3:14])([CH3:13])[CH3:12]>>[C:11]([O:15][C:16]([N:18]1[CH2:23][CH2:22][CH2:21][CH2:20][CH:19]1[C:24]([C:8]1[O:9][C:5]2[CH:4]=[CH:3][C:2]([Br:1])=[CH:10][C:6]=2[CH:7]=1)=[O:29])=[O:17])([CH3:14])([CH3:13])[CH3:12]. Reported procedure: The title compound (0.96 g) was prepared from 5-bromo-benzofuran (3.6 g, prepared according to procedures similar to those described in Synth. Commun., 257, (1989)) and (RS)-1-(tert-butyloxycarbonyl)-2-(N-methoxy-N-methylcarbamoyl)-piperidine, D1 (4.9 g) according to a procedure similar to that for Description 2. Product: Cc1nc2c(Cl)ccc(OCC(=O)O)c2c(C)c1Cc1ccc(S(C)(=O)=O)cc1Cl. Starting materials: COC(=O)COc1ccc(Cl)c2nc(C)c(Cc3ccc(S(C)(=O)=O)cc3Cl)c(C)c12, CO, [Na+], [OH-]. RXN SMILES: [CH3:1][O:2][C:3]([CH2:4][O:5][c:6]1[c:7]2[c:8]([CH3:30])[c:9]([CH2:18][c:19]3[c:20]([Cl:29])[cH:21][c:22]([S:25](=[O:26])(=[O:27])[CH3:28])[cH:23][cH:24]3)[c:10]([CH3:17])[n:11][c:12]2[c:13]([Cl:16])[cH:14][cH:15]1)=[O:31].[CH3:34][OH:35].[Na+:33].[OH-:32]>>[O:2]=[C:3]([CH2:4][O:5][c:6]1[c:7]2[c:8]([CH3:30])[c:9]([CH2:18][c:19]3[c:20]([Cl:29])[cH:21][c:22]([S:25](=[O:26])(=[O:27])[CH3:28])[cH:23][cH:24]3)[c:10]([CH3:17])[n:11][c:12]2[c:13]([Cl:16])[cH:14][cH:15]1)[OH:31]. Reactants: COC1=C(C=CC(=C1)OC)N=C=O (2,4-dimethoxyphenyl isocyanate), NC=1C=C2C(=CN(C2=CC1)CC1=CC(=C(C=C1)Cl)Cl)C=C1C(NC(S1)=O)=O (5-amino-N-(3,4-dichlorobenzyl)-3-(2,4-dioxo-thiazolidin-5-ylidene-methyl)-indole). The product is COC1=C(C=CC(=C1)OC)NC(NC=1C=C2C(=CN(C2=CC1)CC1=CC(=C(C=C1)Cl)Cl)C=C1C(NC(S1)=O)=O)=O (5-[N′-(2,4-dimethoxyphenyl)ureido]-N-(3,4-dichlorobenzyl)-3-(2,4-dioxo-thiazolidin-5-ylidenemethyl)-indole). RXN SMILES: [CH3:1][O:2][C:3]1[CH:8]=[C:7]([O:9][CH3:10])[CH:6]=[CH:5][C:4]=1[N:11]=[C:12]=[O:13].[NH2:14][C:15]1[CH:16]=[C:17]2[C:21](=[CH:22][CH:23]=1)[N:20]([CH2:24][C:25]1[CH:30]=[CH:29][C:28]([Cl:31])=[C:27]([Cl:32])[CH:26]=1)[CH:19]=[C:18]2[CH:33]=[C:34]1[S:38][C:37](=[O:39])[NH:36][C:35]1=[O:40]>>[CH3:1][O:2][C:3]1[CH:8]=[C:7]([O:9][CH3:10])[CH:6]=[CH:5][C:4]=1[NH:11][C:12](=[O:13])[NH:14][C:15]1[CH:16]=[C:17]2[C:21](=[CH:22][CH:23]=1)[N:20]([CH2:24][C:25]1[CH:30]=[CH:29][C:28]([Cl:31])=[C:27]([Cl:32])[CH:26]=1)[CH:19]=[C:18]2[CH:33]=[C:34]1[S:38][C:37](=[O:39])[NH:36][C:35]1=[O:40]. Procedure details: The title compound was prepared by General Procedure 7 with 2,4-dimethoxyphenyl isocyanate and the amino compound from Example 47 as reactants. Nmr and ms data were consistent; ms m/e 598 (M+1). HPLC (System 1): purity greater than 80%.